This data is from the Open Reaction Database (ORD), a public repository of structured organic reaction records. The task is: describe an organic reaction: reactants, conditions, products, and yield Starting materials: N#Cc1ccc(Nn2cncn2)cc1, Fc1ccc(CBr)cc1. The product is N#Cc1ccc(N(Cc2ccc(F)cc2)n2cncn2)cc1. RXN SMILES: [C:1](#[N:2])[c:3]1[cH:4][cH:5][c:6]([NH:9][n:10]2[n:11][cH:12][n:13][cH:14]2)[cH:7][cH:8]1.[F:15][c:16]1[cH:17][cH:18][c:19]([CH2:20][Br:21])[cH:22][cH:23]1>>[C:1](#[N:2])[c:3]1[cH:4][cH:5][c:6]([N:9]([n:10]2[n:11][cH:12][n:13][cH:14]2)[CH2:20][c:19]2[cH:18][cH:17][c:16]([F:15])[cH:23][cH:22]2)[cH:7][cH:8]1. The reactants are C1CCOC1, COC(=O)C(Cc1cc(-c2ccc(C)cc2)n(-c2ccc(OC)cc2)n1)c1cn(COCC[Si](C)(C)C)c2ccccc12, CO, [Li+], [OH-], O. The product is COc1ccc(-n2nc(CC(C(=O)O)c3cn(COCC[Si](C)(C)C)c4ccccc34)cc2-c2ccc(C)cc2)cc1. Reaction SMILES: [CH2:46]1[O:47][CH2:48][CH2:49][CH2:50]1.[CH3:1][O:2][C:3]([CH:4]([CH2:5][c:6]1[n:7][n:8](-[c:18]2[cH:19][cH:20][c:21]([O:24][CH3:25])[cH:22][cH:23]2)[c:9](-[c:11]2[cH:12][cH:13][c:14]([CH3:17])[cH:15][cH:16]2)[cH:10]1)[c:26]1[cH:27][n:28]([CH2:35][O:36][CH2:37][CH2:38][Si:39]([CH3:40])([CH3:41])[CH3:42])[c:29]2[cH:30][cH:31][cH:32][cH:33][c:34]12)=[O:43].[CH3:52][OH:53].[Li+:44].[OH-:45].[OH2:51]>>[O:2]=[C:3]([CH:4]([CH2:5][c:6]1[n:7][n:8](-[c:18]2[cH:19][cH:20][c:21]([O:24][CH3:25])[cH:22][cH:23]2)[c:9](-[c:11]2[cH:12][cH:13][c:14]([CH3:17])[cH:15][cH:16]2)[cH:10]1)[c:26]1[cH:27][n:28]([CH2:35][O:36][CH2:37][CH2:38][Si:39]([CH3:40])([CH3:41])[CH3:42])[c:29]2[cH:30][cH:31][cH:32][cH:33][c:34]12)[OH:43]. The reactants are ClC1=CC=C(S1)CN1C=C(C2=CC(=CC=C12)OC)C1CCNCC1 (1-(5-chloro-thiophen-2-ylmethyl)-5-methoxy-3-piperidin-4-yl-1H-indole), C(C)OC(C1=C(C=CC(=C1)CBr)OC)=O (5-bromomethyl-2-methoxy-benzoic acid ethyl ester). Yields the product ClC1=CC=C(S1)CN1C=C(C2=CC(=CC=C12)OC)C1CCN(CC1)CC=1C=CC(=C(C(=O)O)C1)OC (5-{4-[1-(5-chloro-thiophen-2-ylmethyl)-5-methoxy-1H-indol-3-yl]-piperidin-1-ylmethyl}-2-methoxy-benzoic acid). As a reaction SMILES: [Cl:1][C:2]1[S:6][C:5]([CH2:7][N:8]2[C:16]3[C:11](=[CH:12][C:13]([O:17][CH3:18])=[CH:14][CH:15]=3)[C:10]([CH:19]3[CH2:24][CH2:23][NH:22][CH2:21][CH2:20]3)=[CH:9]2)=[CH:4][CH:3]=1.C([O:27][C:28](=[O:39])[C:29]1[CH:34]=[C:33]([CH2:35]Br)[CH:32]=[CH:31][C:30]=1[O:37][CH3:38])C>>[Cl:1][C:2]1[S:6][C:5]([CH2:7][N:8]2[C:16]3[C:11](=[CH:12][C:13]([O:17][CH3:18])=[CH:14][CH:15]=3)[C:10]([CH:19]3[CH2:20][CH2:21][N:22]([CH2:35][C:33]4[CH:32]=[CH:31][C:30]([O:37][CH3:38])=[C:29]([CH:34]=4)[C:28]([OH:39])=[O:27])[CH2:23][CH2:24]3)=[CH:9]2)=[CH:4][CH:3]=1. Reported procedure: This compound was prepared following the procedure described in example 13 (part D) starting with 0.05 g (0.13 mmol) 1-(5-chloro-thiophen-2-ylmethyl)-5-methoxy-3-piperidin-4-yl-1H-indole and 0.05 g (0.18 mmol) of 5-bromomethyl-2-methoxy-benzoic acid ethyl ester. The crude mixture was purified by HPLC-MS using a C-18 column, and 0.002 g (99% of purity) of the expected acid were isolated. Starting materials: NC1=NC=CC(=N1)N1N=C(C2=CC=C(C=C12)I)C(C)(C)O (2-[1-(2-aminopyrimidin-4-yl)-6-iodo-1H-indazol-3-yl]propan-2-ol), CCCC[N+](CCCC)(CCCC)CCCC.[F-] (TBAF), solution, CN1N=C(C=C1)C(C)(C#C[Si](C)(C)C)O (2-(1-methyl-1H-pyrazol-3-yl)-4-(trimethylsilyl)but-3-yn-2-ol). Reagents/catalysts: Cl[Pd]([P](C1=CC=CC=C1)(C2=CC=CC=C2)C3=CC=CC=C3)([P](C4=CC=CC=C4)(C5=CC=CC=C5)C6=CC=CC=C6)Cl (bis(triphenylphosphine)palladium(II) chloride). The solvent is C([O-])(O)=O.[Na+] (sodium bicarbonate), C1CCOC1 (THF), C1CCOC1 (THF). Run at temperature 50 celsius. Product: NC1=NC=CC(=N1)N1N=C(C2=CC=C(C=C12)C#CC(C)(O)C1=NN(C=C1)C)C(C)(C)O (4-[1-(2-aminopyrimidin-4-yl)-3-(2-hydroxypropan-2-yl)-1H-indazol-6-yl]-2-(1-methyl-1H-pyrazol-3-yl)but-3-yn-2-ol). RXN SMILES: [NH2:1][C:2]1[N:7]=[C:6]([N:8]2[C:16]3[C:11](=[CH:12][CH:13]=[C:14](I)[CH:15]=3)[C:10]([C:18]([OH:21])([CH3:20])[CH3:19])=[N:9]2)[CH:5]=[CH:4][N:3]=1.CCCC[N+](CCCC)(CCCC)CCCC.[F-].[CH3:40][N:41]1[CH:45]=[CH:44][C:43]([C:46]([OH:54])([C:48]#[C:49][Si](C)(C)C)[CH3:47])=[N:42]1>C1COCC1.C(=O)(O)[O-].[Na+].Cl[Pd](Cl)([P](C1C=CC=CC=1)(C1C=CC=CC=1)C1C=CC=CC=1)[P](C1C=CC=CC=1)(C1C=CC=CC=1)C1C=CC=CC=1>[NH2:1][C:2]1[N:7]=[C:6]([N:8]2[C:16]3[C:11](=[CH:12][CH:13]=[C:14]([C:49]#[C:48][C:46]([C:43]4[CH:44]=[CH:45][N:41]([CH3:40])[N:42]=4)([OH:54])[CH3:47])[CH:15]=3)[C:10]([C:18]([OH:21])([CH3:20])[CH3:19])=[N:9]2)[CH:5]=[CH:4][N:3]=1 |f:1.2,5.6,^1:67,86|. Procedure details: To a solution of 2-[1-(2-aminopyrimidin-4-yl)-6-iodo-1H-indazol-3-yl]propan-2-ol (135 mg, 0.31 mmol) in dry THF (4 mL) under an atmosphere of nitrogen was introduced bis(triphenylphosphine)palladium(II) chloride (21.6 mg, 0.03 mmol), TBAF (0.37 mL of a 1M solution in THF, 0.37 mmol) and 2-(1-methyl-1H-pyrazol-3-yl)-4-(trimethylsilyl)but-3-yn-2-ol (137 mg, 0.62 mmol). The reaction mixture was warmed to 50° C. for 1.5 hr. After cooling to RT, the reaction mixture was diluted with saturated aqueous... Reactants: C(C)(C)N1CCN(CC1)C(=O)C1=CC=C(C=O)C=C1 (4-(4-Isopropyl-piperazine-1-carbonyl)-benzaldehyde), COCCN ((2-methoxy-ethyl)-amine). Yields the product C(C)(C)N1CCN(CC1)C(=O)C1=CC=C(C=C1)CNCCOC ((4-Isopropyl-piperazin-1-yl)-{4-[(2-methoxy-ethylamino)-methyl]-phenyl}-methanone). As a reaction SMILES: [CH:1]([N:4]1[CH2:9][CH2:8][N:7]([C:10]([C:12]2[CH:19]=[CH:18][C:15]([CH:16]=O)=[CH:14][CH:13]=2)=[O:11])[CH2:6][CH2:5]1)([CH3:3])[CH3:2].[CH3:20][O:21][CH2:22][CH2:23][NH2:24]>>[CH:1]([N:4]1[CH2:9][CH2:8][N:7]([C:10]([C:12]2[CH:19]=[CH:18][C:15]([CH2:16][NH:24][CH2:23][CH2:22][O:21][CH3:20])=[CH:14][CH:13]=2)=[O:11])[CH2:6][CH2:5]1)([CH3:3])[CH3:2]. Procedure: Prepared from the product of Example 15 and (2-methoxy-ethyl)-amine.